From a dataset of the Open Reaction Database (ORD), a public repository of structured organic reaction records. describe an organic reaction: reactants, conditions, products, and yield The reactants are OO (hydrogen peroxide), [OH-].[Na+] (sodium hydroxide), C[C@@]12CCC[C@H]1[C@@H]1CCC3=CC(CC[C@]3(C)[C@H]1CC2)=O (4-Androstene-3-one). Solvent: O (water), CO (methanol). Run at temperature 3 celsius. Product: O1[C@@H]2C13CC[C@H]1[C@@H]4CCC[C@@]4(C)CC[C@@H]1[C@]3(CCC2=O)C (4β,5-Epoxy-3-androstanone). As a reaction SMILES: [CH3:1][C@:2]12[CH2:19][CH2:18][C@H:17]3[C@@H:7]([CH2:8][CH2:9][C:10]4[C@:15]3([CH3:16])[CH2:14][CH2:13][C:12](=[O:20])[CH:11]=4)[C@@H:6]1[CH2:5][CH2:4][CH2:3]2.[OH:21]O.[OH-].[Na+]>CO.O>[O:21]1[C:10]23[C@:15]([CH3:16])([CH2:14][CH2:13][C:12](=[O:20])[C@H:11]12)[C@@H:17]1[C@H:7]([C@H:6]2[C@@:2]([CH2:19][CH2:18]1)([CH3:1])[CH2:3][CH2:4][CH2:5]2)[CH2:8][CH2:9]3 |f:2.3|. Procedure: 4-Androstene-3-one (4.3g) is dissolved in 300ml of methanol and cooled to 3° C in an ice-water bath. To the cooled mixture is added 20ml of 30% hydrogen peroxide and 26ml of 4N sodium hydroxide solution simultaneously from 2 dropping funnels. The addition is carried out in a nitrogen atmosphere with stirring. The mixture is allowed to warm to room temperature and stirring is continued for an additional hour. The mixture is diluted with 4 liters of water and extracted with methylene chloride. The... The reactants are BrC1=CC=C2C3=C(N(C2=C1)C)CN(CC3)C(=O)OC(C)(C)C (tert-Butyl 7-bromo-9-methyl-3,4-dihydro-1H-pyrido[3,4-b]indole-2(9H)-carboxylate), FC(C=1C=CC(=NC1)C1=CC(NC=C1)=O)(F)F (4-(5-(trifluoromethyl)pyridin-2-yl)pyridin-2(1H)-one). Yields the product CN1C2=C(C3=CC=C(C=C13)N1C(C=C(C=C1)C1=NC=C(C=C1)C(F)(F)F)=O)CCN(C2)C(=O)OC(C)(C)C (tert-Butyl 9-methyl-7-(2-oxo-4-(5-(trifluoromethyl)pyridin-2-yl)pyridin-1(2H)-yl)-3,4-dihydro-1H-pyrido[3,4-b]indole-2(9H)-carboxylate). The yield is 76.8%. As a reaction SMILES: Br[C:2]1[CH:10]=[C:9]2[C:5]([C:6]3[CH2:15][CH2:14][N:13]([C:16]([O:18][C:19]([CH3:22])([CH3:21])[CH3:20])=[O:17])[CH2:12][C:7]=3[N:8]2[CH3:11])=[CH:4][CH:3]=1.[F:23][C:24]([F:39])([F:38])[C:25]1[CH:26]=[CH:27][C:28]([C:31]2[CH:36]=[CH:35][NH:34][C:33](=[O:37])[CH:32]=2)=[N:29][CH:30]=1>>[CH3:11][N:8]1[C:9]2[C:5](=[CH:4][CH:3]=[C:2]([N:34]3[CH:35]=[CH:36][C:31]([C:28]4[CH:27]=[CH:26][C:25]([C:24]([F:23])([F:38])[F:39])=[CH:30][N:29]=4)=[CH:32][C:33]3=[O:37])[CH:10]=2)[C:6]2[CH2:15][CH2:14][N:13]([C:16]([O:18][C:19]([CH3:22])([CH3:21])[CH3:20])=[O:17])[CH2:12][C:7]1=2. Procedure details: tert-Butyl 7-bromo-9-methyl-3,4-dihydro-1H-pyrido[3,4-b]indole-2(9H)-carboxylate (100 mg, 0.417 mmol) and 4-(5-(trifluoromethyl)pyridin-2-yl)pyridin-2(1H)-one (197 mg, 0.542 mmol), were reacted following the procedure of Example 30 (step g) to provide the title compound (168 mg, 66%) as a yellow solid: 1H NMR (300 MHz, CDCl3) δ 9.00 (s, 1H), 8.07 (dd, J=8.3, 1.9 Hz, 1H), 7.90 (d, J=8.3 Hz, 1H), 7.58 (overlapping dd, J=7.1 Hz, 2H), 7.37 (s, 1H), 7.26 (d, 1H under solvent), 7.08 (dd, J=8.3, 1.7 Hz...